The task is: describe an organic reaction: reactants, conditions, products, and yield. This data is from the Open Reaction Database (ORD), a public repository of structured organic reaction records. Starting materials: tert-Butyl, [Si](C)(C)(C(C)(C)C)OC(CC=CC(=O)[O-])C(C=CC1=CC=CC=C1)C (5-[(tert-butyl-dimethylsilyl)-oxy]-6-methyl-8-phenyl-octa-2,7-dienoate). Solvent: C(Cl)Cl (CH2Cl2), FC(C(=O)O)(F)F (trifluoroacetic acid). Run at temperature 23 celsius, time 4 hour. The product is OC(CC=CC(=O)O)C(C=CC1=CC=CC=C1)C (5-Hydroxy-6-methyl-8-phenylocta-2,7-dienoic acid). Isolated yield 49.0%. Reaction SMILES: [Si]([O:8][CH:9]([CH:16]([CH3:25])[CH:17]=[CH:18][C:19]1[CH:24]=[CH:23][CH:22]=[CH:21][CH:20]=1)[CH2:10][CH:11]=[CH:12][C:13]([O-:15])=[O:14])(C(C)(C)C)(C)C>C(Cl)Cl.FC(F)(F)C(O)=O>[OH:8][CH:9]([CH:16]([CH3:25])[CH:17]=[CH:18][C:19]1[CH:20]=[CH:21][CH:22]=[CH:23][CH:24]=1)[CH2:10][CH:11]=[CH:12][C:13]([OH:15])=[O:14]. Procedure details: tert-Butyl (2E, 5S, 6R, 7E)-5-[(tert-butyl-dimethylsilyl)-oxy]-6-methyl-8-phenyl-octa-2,7-dienoate (725 mg, 1.74 mmol) was dissolved in CH2Cl2 (8 mL) and trifluoroacetic acid (2 mL). The solution was stirred at 23° C. for 4 h then concentrated in-vacuo. Residual trifluoroacetic acid was removed by coevaporation with toluene. Flash chromatography (2% MeOH/CH2Cl2+1% AcOH) afforded the title compound 9 (210 mg, 49%) as pale yellow oil. TLC Rf=0.24 (2% MeOH/CH2Cl2+1% AcOH, KMnO4 stain); 1H NMR (CDCl... The reactants are CC(=O)Nc1sc(-c2ccccc2)cc1C(=O)c1ccccc1, CCO, [Cl-], [NH4+], [Na+], [OH-]. Product: Nc1sc(-c2ccccc2)cc1C(=O)c1ccccc1. RXN SMILES: [C:1]([c:2]1[cH:3][cH:4][cH:5][cH:6][cH:7]1)(=[O:8])[c:9]1[c:10]([NH:20][C:21](=[O:22])[CH3:23])[s:11][c:12](-[c:14]2[cH:15][cH:16][cH:17][cH:18][cH:19]2)[cH:13]1.[CH3:28][CH2:29][OH:30].[Cl-:26].[NH4+:27].[Na+:25].[OH-:24]>>[C:1]([c:2]1[cH:3][cH:4][cH:5][cH:6][cH:7]1)(=[O:8])[c:9]1[c:10]([NH2:20])[s:11][c:12](-[c:14]2[cH:15][cH:16][cH:17][cH:18][cH:19]2)[cH:13]1. Yields the product COC1=CC=C(C=C1)C1SC2(C(N(C(S1)(C(N2C)=O)CC2=CC=CC=C2)C)=O)COCC2=CC=CC=C2 (3-(4-methoxyphenyl)-6,8-dimethyl-1-[(phenylmetoxy)methyl]-5-(phenylmethyl)-2,4-dithia-6,8-diazabicyclo[3.2.2]nonane-7,9-dione). Procedure details: Crystalline 26 (144 mg, 0.35 mmol, 1 eq) and phenyl chloromethyl ether (500 μL, 455 mg, 1.75 mmol, 5 eq., 60% reagent only) was dissolved in anhydrous THF (40 mL). The solution was cooled to −78° C. and to the stirred mixture 1.54 M n-butyllithium in hexane (1.16 mL, 1.8 mmol, 1.5 eq) was added dropwise over a period of 5 min. After the mixture was stirred for 10 min at −78° C. the resulting red, cloudy solution was allowed to warm to room temperature and was stirred. Saturated NaCl solution was... Solvent: C1CCOC1 (THF). Reactants: mixture, C(CCC)[Li] (n-butyllithium), CCCCCC (hexane), COC1=CC=C(C=C1)C1SC2(C(N(C(S1)C(N2C)=O)C)=O)CC2=CC=CC=C2 (3-(4-methoxyphenyl)-6,8-dimethyl-1-(phenylmethyl)2,4-dithia-6, 8-diazabicyclo[3.2.2]nonane-7,9-dione), ClCOC1=CC=CC=C1 (phenyl chloromethyl ether), reagent, [Na+].[Cl-] (NaCl). Run at temperature -78 celsius, time 10 minute. RXN SMILES: [CH3:1][O:2][C:3]1[CH:8]=[CH:7][C:6]([CH:9]2[S:15][CH:14]3[C:16](=[O:19])[N:17]([CH3:18])[C:11]([CH2:22][C:23]4[CH:28]=[CH:27][CH:26]=[CH:25][CH:24]=4)([C:12](=[O:21])[N:13]3[CH3:20])[S:10]2)=[CH:5][CH:4]=1.Cl[CH2:30][O:31][C:32]1C=CC=CC=1.C([Li])CCC.[CH3:43][CH2:44][CH2:45][CH2:46][CH2:47][CH3:48].[Na+].[Cl-]>C1COCC1>[CH3:1][O:2][C:3]1[CH:4]=[CH:5][C:6]([CH:9]2[S:10][C:11]3([CH2:22][C:23]4[CH:28]=[CH:27][CH:26]=[CH:25][CH:24]=4)[C:12](=[O:21])[N:13]([CH3:20])[C:14]([CH2:30][O:31][CH2:32][C:45]4[CH:44]=[CH:43][CH:48]=[CH:47][CH:46]=4)([C:16](=[O:19])[N:17]3[CH3:18])[S:15]2)=[CH:7][CH:8]=1 |f:4.5|. Starting materials: CSC.B (Borane dimethyl sulfide), BrCC=1C=C(C=C(C1)C)CC(=O)O (2-(3-(bromomethyl)-5-methylphenyl)acetic acid), Intermediate 23. Solvent: C1CCOC1 (THF). Run at time 10 minute. Yields the product BrCC=1C=C(C=C(C1)C)CCO (2-(3-(Bromomethyl)-5-methylphenyl)ethanol). RXN SMILES: CSC.B.[Br:5][CH2:6][C:7]1[CH:8]=[C:9]([CH2:14][C:15](O)=[O:16])[CH:10]=[C:11]([CH3:13])[CH:12]=1>C1COCC1>[Br:5][CH2:6][C:7]1[CH:8]=[C:9]([CH2:14][CH2:15][OH:16])[CH:10]=[C:11]([CH3:13])[CH:12]=1 |f:0.1|. Procedure: Borane dimethyl sulfide complex (2M in THF, 8.6 mL) was added dropwise to a solution of 2-(3-(bromomethyl)-5-methylphenyl)acetic acid [Aromatic Intermediate 23, step a] (2.1 g) in THF (50 mL) at 0° C. and the mixture stirred for 10 minutes at this temperature and then at room temperature for 1 hour. The reaction mixture was quenched by dropwise addition of methanol, the solvents were evaporated under reduced pressure and the residue was purified by flash silica chromatography using 30% ethyl ace... The reactants are BrCc1ccccc1, CCn1c(=O)n(CC)c2cc(-c3[nH]cnc3-c3cccc(C)c3)ccc21, [H-], [Na+], CN(C)C=O. Yields the product CCn1c(=O)n(CC)c2cc(-c3c(-c4cccc(C)c4)ncn3Cc3ccccc3)ccc21. As a reaction SMILES: [Br:29][CH2:30][c:31]1[cH:32][cH:33][cH:34][cH:35][cH:36]1.[CH2:3]([CH3:4])[n:5]1[c:6](=[O:28])[n:7]([CH2:26][CH3:27])[c:8]2[c:9]1[cH:10][cH:11][c:12](-[c:14]1[nH:15][cH:16][n:17][c:18]1-[c:19]1[cH:20][c:21]([CH3:25])[cH:22][cH:23][cH:24]1)[cH:13]2.[H-:1].[Na+:2].[O:37]=[CH:38][N:39]([CH3:40])[CH3:41]>>[CH2:3]([CH3:4])[n:5]1[c:6](=[O:28])[n:7]([CH2:26][CH3:27])[c:8]2[c:9]1[cH:10][cH:11][c:12](-[c:14]1[n:15]([CH2:30][c:31]3[cH:32][cH:33][cH:34][cH:35][cH:36]3)[cH:16][n:17][c:18]1-[c:19]1[cH:20][c:21]([CH3:25])[cH:22][cH:23][cH:24]1)[cH:13]2. Starting materials: C(C)(=O)OC(C)=O (acetic anhydride), BrC1=CC(=C(C=C1)C(CCC(F)(F)F)NC1=CC=C(C(=O)OC)C=C1)C (methyl 4-((1-(4-bromo-2-methylphenyl)-4,4,4-trifluorobutyl)amino)benzoate), C(C)(C)N(C(C)C)CC (N,N-diisopropylethylamine), C(C)(=O)[O-].[Li+] (lithium acetate). Solvent: CN(C)C=O (DMF), O (water). Conditions: temperature 120 celsius, time 8 hour. The product is CC=1C=C(C(=O)O)C=CC1C(CCC(F)(F)F)NC1=CC=C(C=C1)C(=O)OC (3-methyl-4-(4,4,4-trifluoro-1-((4-(methoxycarbonyl)phenyl)amino)butyl)benzoic acid). The yield is 52.6%. As a reaction SMILES: Br[C:2]1[CH:7]=[CH:6][C:5]([CH:8]([NH:15][C:16]2[CH:25]=[CH:24][C:19]([C:20]([O:22][CH3:23])=[O:21])=[CH:18][CH:17]=2)[CH2:9][CH2:10][C:11]([F:14])([F:13])[F:12])=[C:4]([CH3:26])[CH:3]=1.C(N(CC)C(C)C)(C)C.[C:36]([O-:39])(=[O:38])C.[Li+].C(OC(=O)C)(=O)C>O.CN(C=O)C>[CH3:26][C:4]1[CH:3]=[C:2]([CH:7]=[CH:6][C:5]=1[CH:8]([NH:15][C:16]1[CH:25]=[CH:24][C:19]([C:20]([O:22][CH3:23])=[O:21])=[CH:18][CH:17]=1)[CH2:9][CH2:10][C:11]([F:14])([F:13])[F:12])[C:36]([OH:39])=[O:38] |f:2.3|. Reported procedure: Under a nitrogen atmosphere, to a mixture of methyl 4-((1-(4-bromo-2-methylphenyl)-4,4,4-trifluorobutyl)amino)benzoate (racemate) (1.5 g), 1,1′-bis(diphenylphosphino)ferrocene-palladium(II)dichloride dichloromethane complex (0.285 g), N,N-diisopropylethylamine (3.65 mL), lithium acetate 2 hydrate (2.85 g) and DMF (17 mL) was added acetic anhydride (1.977 mL), and the mixture was stirred at 120° C. overnight. To the reaction mixture was added water at room temperature, and the insoluble material ... Starting materials: [OH-].[Na+] (sodium hydroxide), C(C1=CC=CC=C1)(=O)[C@@]([C@@](C(=O)O)(O)C(C1=CC=CC=C1)=O)(O)C(=O)O.C1=NC=CC2=C(C=CC=C12)N[C@H]1CN(CC1)C(=O)OC(C)(C)C ((R)-tert-butyl 3-(isoquinolin-5-ylamino)pyrrolidine-1-carboxylate dibenzoyl-D-tartaric acid salt), C(C)(=O)OC(C)C (isopropyl acetate). The product is N1C[C@@H](CC1)NC=1C=2C=CN=CC2C=CC1 ((R)-N-(pyrrolidin-3-yl)isoquinolin-5-amine), solid. As a reaction SMILES: C([C@](C(O)=O)(O)[C@](C(=O)C1C=CC=CC=1)(O)C(O)=O)(=O)C1C=CC=CC=1.[CH:27]1[C:36]2[C:31](=[C:32]([NH:37][C@@H:38]3[CH2:42][CH2:41][N:40](C(OC(C)(C)C)=O)[CH2:39]3)[CH:33]=[CH:34][CH:35]=2)[CH:30]=[CH:29][N:28]=1.C(OC(C)C)(=O)C.[OH-].[Na+]>>[NH:40]1[CH2:41][CH2:42][C@@H:38]([NH:37][C:32]2[C:31]3[CH:30]=[CH:29][N:28]=[CH:27][C:36]=3[CH:35]=[CH:34][CH:33]=2)[CH2:39]1 |f:0.1,3.4|. Procedure: To a 5 L flask equipped with a mechanical stirrer and an internal temperature probe were added (R)-tert-butyl 3-(isoquinolin-5-ylamino)pyrrolidine-1-carboxylate dibenzoyl-D-tartaric acid salt (150 g, 0.22 mol, from Example 2) and 2.25 L of isopropyl acetate. The suspension was stirred while 0.525 L of 1N sodium hydroxide was added maintaining an internal reaction temperature below 30° C. Stirring was continued until a biphasic solution was obtained. The aqueous layer was removed and the remainin... Starting materials: S1C=C(C=C1)C=1C=C2C(=NC1)NC=C2C=2C=C(CNC(=O)C=1C(N(C=CC1)CC1=CC(=C(C=C1)F)F)=O)C=CC2 (1-(3,4-Difluoro-benzyl)-2-oxo-1,2-dihydro-pyridine-3-carboxylic acid 3-(5-thiophen-3-yl-1H-pyrrolo[2,3-b]pyridin-3-yl)-benzylamide), N1=CC=C(C=C1)B(O)O (4-Pyridylboronic acid), B(O)O (boronic acid). Product: N1=CC=C(C=C1)C=1C=C2C(=NC1)NC=C2C=2C=C(CNC(=O)C=1C(N(C=CC1)CC1=CC(=C(C=C1)F)F)=O)C=CC2 (1-(3,4-Difluoro-benzyl)-2-oxo-1,2-dihydro-pyridine-3-carboxylic acid 3-(5-pyridin-4-yl-1H-pyrrolo[2,3-b]pyridin-3-yl)-benzylamide). RXN SMILES: S1[CH:5]=[CH:4][C:3]([C:6]2[CH:7]=[C:8]3[C:14]([C:15]4[CH:16]=[C:17]([CH:38]=[CH:39][CH:40]=4)[CH2:18][NH:19][C:20]([C:22]4[C:23](=[O:37])[N:24]([CH2:28][C:29]5[CH:34]=[CH:33][C:32]([F:35])=[C:31]([F:36])[CH:30]=5)[CH:25]=[CH:26][CH:27]=4)=[O:21])=[CH:13][NH:12][C:9]3=[N:10][CH:11]=2)=[CH:2]1.[N:41]1C=CC(B(O)O)=C[CH:42]=1.B(O)O>>[N:41]1[CH:5]=[CH:4][C:3]([C:6]2[CH:7]=[C:8]3[C:14]([C:15]4[CH:16]=[C:17]([CH:38]=[CH:39][CH:40]=4)[CH2:18][NH:19][C:20]([C:22]4[C:23](=[O:37])[N:24]([CH2:28][C:29]5[CH:34]=[CH:33][C:32]([F:35])=[C:31]([F:36])[CH:30]=5)[CH:25]=[CH:26][CH:27]=4)=[O:21])=[CH:13][NH:12][C:9]3=[N:10][CH:11]=2)=[CH:2][CH:42]=1. Procedure: Except where indicated, 1-(3,4-Difluoro-benzyl)-2-oxo-1,2-dihydro-pyridine-3-carboxylic acid 3-(5-pyridin-4-yl-1H-pyrrolo[2,3-b]pyridin-3-yl)-benzylamide was synthesized as per Example 91, 1-(3,4-Difluoro-benzyl)-2-oxo-1,2-dihydro-pyridine-3-carboxylic acid 3-(5-thiophen-3-yl-1H-pyrrolo[2,3-b]pyridin-3-yl)-benzylamide using 4-Pyridylboronic acid as boronic acid to yield the product. 1H NMR (400 MHz, DMSO-d6) d ppm 12.280 (s, 1H) 10.090 (t, J=6.0 Hz, 1H) 8.864-8.712 (m, 4H) 8.384 (d, J=7.4 Hz, 1H...